This data is from the Open Reaction Database (ORD), a public repository of structured organic reaction records. The task is: describe an organic reaction: reactants, conditions, products, and yield Reactants: CCOC(=O)c1sc(SC)c(C#N)c1-c1ccc(I)cc1, C=C[Sn](CCCC)(CCCC)CCCC, C1CCOC1, [Cl-], [Li+], c1ccc(P(c2ccccc2)(c2ccccc2)[Pd](P(c2ccccc2)(c2ccccc2)c2ccccc2)(P(c2ccccc2)(c2ccccc2)c2ccccc2)P(c2ccccc2)(c2ccccc2)c2ccccc2)cc1. Product: C=Cc1ccc(-c2c(C(=O)OCC)sc(SC)c2C#N)cc1. As a reaction SMILES: [CH2:1]([CH3:2])[O:3][C:4](=[O:5])[c:6]1[s:7][c:8]([S:20][CH3:21])[c:9]([C:18]#[N:19])[c:10]1-[c:11]1[cH:12][cH:13][c:14]([I:17])[cH:15][cH:16]1.[CH2:22]([CH2:23][CH2:35][CH3:36])[Sn:24]([CH2:25][CH2:26][CH2:27][CH3:28])([CH2:29][CH2:30][CH2:31][CH3:32])[CH:33]=[CH2:34].[CH2:39]1[O:40][CH2:41][CH2:42][CH2:43]1.[Cl-:37].[Li+:38].[cH:44]1[cH:45][cH:46][c:47]([P:48]([Pd:49]([P:50]([c:51]2[cH:52][cH:53][cH:54][cH:55][cH:56]2)([c:57]2[cH:58][cH:59][cH:60][cH:61][cH:62]2)[c:63]2[cH:64][cH:65][cH:66][cH:67][cH:68]2)([P:69]([c:70]2[cH:71][cH:72][cH:73][cH:74][cH:75]2)([c:76]2[cH:77][cH:78][cH:79][cH:80][cH:81]2)[c:82]2[cH:83][cH:84][cH:85][cH:86][cH:87]2)[P:88]([c:89]2[cH:90][cH:91][cH:92][cH:93][cH:94]2)([c:95]2[cH:96][cH:97][cH:98][cH:99][cH:100]2)[c:101]2[cH:102][cH:103][cH:104][cH:105][cH:106]2)([c:107]2[cH:108][cH:109][cH:110][cH:111][cH:112]2)[c:113]2[cH:114][cH:115][cH:116][cH:117][cH:118]2)[cH:119][cH:120]1>>[CH2:1]([CH3:2])[O:3][C:4](=[O:5])[c:6]1[s:7][c:8]([S:20][CH3:21])[c:9]([C:18]#[N:19])[c:10]1-[c:11]1[cH:12][cH:13][c:14]([CH:22]=[CH2:23])[cH:15][cH:16]1.